Dataset: the Open Reaction Database (ORD), a public repository of structured organic reaction records. Task: describe an organic reaction: reactants, conditions, products, and yield As a reaction SMILES: N[C:2]1[N:6]([C:7]2[C:12]([Cl:13])=[CH:11][C:10]([C:14]([F:17])([F:16])[F:15])=[CH:9][C:8]=2[Cl:18])[N:5]=[C:4]([CH3:19])[C:3]=1[I:20].C(ON=O)(C)(C)C>O1CCCC1>[Cl:13][C:12]1[CH:11]=[C:10]([C:14]([F:15])([F:16])[F:17])[CH:9]=[C:8]([Cl:18])[C:7]=1[N:6]1[CH:2]=[C:3]([I:20])[C:4]([CH3:19])=[N:5]1. Product: ClC1=C(C(=CC(=C1)C(F)(F)F)Cl)N1N=C(C(=C1)I)C (1-(2,6-Dichloro-4-trifluoromethlphenyl)-4-iodo-3-methylpyrazole). Procedure details: To a stirred solution of 5-amino -1-(2,6-dichloro-4-trifluoromethylphenyl)-4-iodo-3-methylpyrazole (2.85 g) in tetrahydrofuran (35 ml) at 0° C. was added dropwise t-butylnitrite (2.33 ml). The reaction mixture was allowed to warm to room temperature and then heated under reflux for 1.5 hours. The reaction mixture was evaporated and the residue purified by column chromatography on silica gel eluted with dichloromethane: hexane (1:1). Combination and evaporation of suitable fractions provided a ye... The reactants are NC1=C(C(=NN1C1=C(C=C(C=C1Cl)C(F)(F)F)Cl)C)I (5-amino -1-(2,6-dichloro-4-trifluoromethylphenyl)-4-iodo-3-methylpyrazole), C(C)(C)(C)ON=O (t-butylnitrite). Run in O1CCCC1 (tetrahydrofuran). Reactants: [OH-].[Na+] (NaOH), C(C1=CC=CC=C1)OC1=CC=C(C=O)C=C1 (4-benzyloxybenzaldehyde), CC(=O)C1CC1 (cyclopropyl methyl ketone). Solvent: CCO (EtOH), O (H2O), CCO (EtOH). Conditions: time 8 hour. The product is C(C1=CC=CC=C1)OC1=CC=C(C=C1)/C=C/C(=O)C1CC1 ((2E)-3-[4-(benzyloxy)phenyl]-1-cyclopropyl-2-propen-1-one). Isolated yield 95.9%. As a reaction SMILES: [OH-].[Na+].[CH2:3]([O:10][C:11]1[CH:18]=[CH:17][C:14]([CH:15]=O)=[CH:13][CH:12]=1)[C:4]1[CH:9]=[CH:8][CH:7]=[CH:6][CH:5]=1.[CH3:19][C:20]([CH:22]1[CH2:24][CH2:23]1)=[O:21]>CCO.O>[CH2:3]([O:10][C:11]1[CH:18]=[CH:17][C:14](/[CH:15]=[CH:19]/[C:20]([CH:22]2[CH2:24][CH2:23]2)=[O:21])=[CH:13][CH:12]=1)[C:4]1[CH:9]=[CH:8][CH:7]=[CH:6][CH:5]=1 |f:0.1|. Reported procedure: 1M NaOH (4.8 ml) was added to a solution of 4-benzyloxybenzaldehyde (5 g) and cyclopropyl methyl ketone (3.96 g) in EtOH (24 ml) and the mixture was stirred at ambient temperature overnight. The reaction mixture was diluted with H2O and EtOH. The mixture was stirred at ambient temperature for 20 minutes. Pale yellow crystals were collected and washed with H2O and 50% aqueous EtOH to give (2E)-3-[4-(benzyloxy)phenyl]-1-cyclopropyl-2-propen-1-one (6.29 g). Reactants: C1(=CC=CC2=CC=CC=C12)OC1=CC=C(N)C=C1 (4-(α-naphthoxy)-aniline), ClC1=C(C(=O)N=C=O)C=CC=C1 (o-chlorobenzoyl isocyanate). Run in C1(=CC=CC=C1)C (toluene). Run at time 15 hour. Yields the product C1(=CC=CC2=CC=CC=C12)OC1=CC=C(C=C1)NC(=O)NC(C1=C(C=CC=C1)Cl)=O (N-[4-(α-naphthoxy)-phenyl]-N'-(2-chloro-benzoyl)-urea). As a reaction SMILES: [C:1]1([O:11][C:12]2[CH:18]=[CH:17][C:15]([NH2:16])=[CH:14][CH:13]=2)[C:10]2[C:5](=[CH:6][CH:7]=[CH:8][CH:9]=2)[CH:4]=[CH:3][CH:2]=1.[Cl:19][C:20]1[CH:30]=[CH:29][CH:28]=[CH:27][C:21]=1[C:22]([N:24]=[C:25]=[O:26])=[O:23]>C1(C)C=CC=CC=1>[C:1]1([O:11][C:12]2[CH:18]=[CH:17][C:15]([NH:16][C:25]([NH:24][C:22](=[O:23])[C:21]3[CH:27]=[CH:28][CH:29]=[CH:30][C:20]=3[Cl:19])=[O:26])=[CH:14][CH:13]=2)[C:10]2[C:5](=[CH:6][CH:7]=[CH:8][CH:9]=2)[CH:4]=[CH:3][CH:2]=1. Procedure details: To a solution of 4.7 g (0.020 mol) of 4-(α-naphthoxy)-aniline in 100 ml of absolute toluene were added 3.65 g (0.020 mol) of o-chlorobenzoyl isocyanate. The reaction solution thus obtained was stirred at room temperature for 15 hours. During this time the product crystallized out. It was removed by suction filtration, washed with toluene, and dried. Reactants: ClC1=C(C=C2C(C(=CN(C2=N1)C1CC1)C(=O)O)=O)F (7-chloro-1-cyclopropyl-6-fluoro -1,4-dihydro-4-oxo-1,8-naphthyridine-3-carboxylic acid), N1CC(CC1)C1=C(C=CC=C1)CN (2-(3-pyrrolidinyl)benzene-methanamine), C(C)(C)N(CC)C(C)C (diisopropylethylamine). Run in C(C)#N (acetonitrile). Product: NCC1=C(C=CC=C1)C1CN(CC1)C1=C(C=C2C(C(=CN(C2=N1)C1CC1)C(=O)O)=O)F (7-[3-[2-(Aminomethyl)phenyl]-1-pyrrolidinyl]-1-cyclopropyl-6-fluoro-1,4-dihydro-4-oxo-1,8-naphthyridine-3-carboxylic acid). Yield: 43.2%. Reaction SMILES: Cl[C:2]1[N:11]=[C:10]2[C:5]([C:6](=[O:18])[C:7]([C:15]([OH:17])=[O:16])=[CH:8][N:9]2[CH:12]2[CH2:14][CH2:13]2)=[CH:4][C:3]=1[F:19].[NH:20]1[CH2:24][CH2:23][CH:22]([C:25]2[CH:30]=[CH:29][CH:28]=[CH:27][C:26]=2[CH2:31][NH2:32])[CH2:21]1.C(N(C(C)C)CC)(C)C>C(#N)C>[NH2:32][CH2:31][C:26]1[CH:27]=[CH:28][CH:29]=[CH:30][C:25]=1[CH:22]1[CH2:23][CH2:24][N:20]([C:2]2[N:11]=[C:10]3[C:5]([C:6](=[O:18])[C:7]([C:15]([OH:17])=[O:16])=[CH:8][N:9]3[CH:12]3[CH2:14][CH2:13]3)=[CH:4][C:3]=2[F:19])[CH2:21]1. Reported procedure: A suspension of 7-chloro-1-cyclopropyl-6-fluoro -1,4-dihydro-4-oxo-1,8-naphthyridine-3-carboxylic acid (1.13 g, 4.0 mmol), 2-(3-pyrrolidinyl)benzene-methanamine (1.25 g, 5.0 mmol), and a diisopropylethylamine (2.07 g, 16.0 mmol) in acetonitrile (50 mL) was heated at gentle reflux for 24 hours. The suspension was allowed to cool to room temperature; the precipitated solids were filtered, washed successively with cold acetonitrile and ether, and dried in vacuo to give the title compound (0.73 g, 4... The reactants are CCN(C(C)C)C(C)C, ClCCl, Cl, NCc1cccc2c1C(=O)N(C1CCC(=O)NC1=O)C2=O, Cc1ccc(C(=O)Cl)cc1. The product is Cc1ccc(C(=O)NCc2cccc3c2C(=O)N(C2CCC(=O)NC2=O)C3=O)cc1. Reaction SMILES: [CH:23]([N:24]([CH:25]([CH3:26])[CH3:27])[CH2:28][CH3:29])([CH3:30])[CH3:31].[Cl:42][CH2:43][Cl:44].[ClH:1].[NH2:2][CH2:3][c:4]1[c:5]2[c:9]([cH:10][cH:11][cH:12]1)[C:8](=[O:13])[N:7]([CH:14]1[C:15](=[O:21])[NH:16][C:17](=[O:20])[CH2:18][CH2:19]1)[C:6]2=[O:22].[c:32]1([CH3:41])[cH:33][cH:34][c:35]([C:38](=[O:39])[Cl:40])[cH:36][cH:37]1>>[NH:2]([CH2:3][c:4]1[c:5]2[c:9]([cH:10][cH:11][cH:12]1)[C:8](=[O:13])[N:7]([CH:14]1[C:15](=[O:21])[NH:16][C:17](=[O:20])[CH2:18][CH2:19]1)[C:6]2=[O:22])[C:38]([c:35]1[cH:34][cH:33][c:32]([CH3:41])[cH:37][cH:36]1)=[O:39]. The reactants are CC(=O)Nc1ccc(O)cc1, O=C([O-])[O-], Cl, [K+], [K+], CN(C)C=O, ClCc1ccccn1. Yields the product CC(=O)Nc1ccc(OCc2ccccn2)cc1. RXN SMILES: [C:1]([CH3:2])(=[O:3])[NH:4][c:5]1[cH:6][cH:7][c:8]([OH:11])[cH:9][cH:10]1.[C:21](=[O:22])([O-:23])[O-:24].[ClH:12].[K+:25].[K+:26].[O:27]=[CH:28][N:29]([CH3:30])[CH3:31].[c:13]1([CH2:19][Cl:20])[cH:14][cH:15][cH:16][cH:17][n:18]1>>[C:1]([CH3:2])(=[O:3])[NH:4][c:5]1[cH:6][cH:7][c:8]([O:11][CH2:19][c:13]2[cH:14][cH:15][cH:16][cH:17][n:18]2)[cH:9][cH:10]1. Starting materials: CN1N=C(C=C1C1=CC=C(S1)C(=O)O)C(F)(F)F (5-(1-methyl-3-trifluoromethyl-1H-pyrazol-5-yl)thiophene-2-carboxylic acid), C1(=CC=CC=C1)P(=O)(C1=CC=CC=C1)N=[N+]=[N-] (diphenylphosphoryl azide), C(C)C1=C(N(CC)CC)C=CC=C1 (triethyamline), C1(=CC=CC=C1)C (toluene), C(C)(C)(C)O (tert-butanol). Run at temperature 80 celsius, time 5 hour. Product: CN1N=C(C=C1C1=CC=C(S1)NC(=O)OC(C)(C)C)C(F)(F)F (tert-butyl 5-(1-methyl-3-trifluoromethyl-1H-pyrazol-5-yl)thiophene-2-carbamate). As a reaction SMILES: [CH3:1][N:2]1[C:6]([C:7]2[S:11][C:10](C(O)=O)=[CH:9][CH:8]=2)=[CH:5][C:4]([C:15]([F:18])([F:17])[F:16])=[N:3]1.C1(P(N=[N+]=[N-])(C2C=CC=CC=2)=[O:26])C=CC=CC=1.C(C1C=CC=CC=1[N:40]([CH2:43]C)CC)C.C1(C)C=CC=CC=1.[C:56]([OH:60])([CH3:59])([CH3:58])[CH3:57]>>[CH3:1][N:2]1[C:6]([C:7]2[S:11][C:10]([NH:40][C:43]([O:60][C:56]([CH3:59])([CH3:58])[CH3:57])=[O:26])=[CH:9][CH:8]=2)=[CH:5][C:4]([C:15]([F:16])([F:17])[F:18])=[N:3]1. Procedure details: 5-(1-methyl-3-trifluoromethyl-1H-pyrazol-5-yl)thiophene-2-carboxylic acid, diphenylphosphoryl azide, triethyamline and toluene was stirred at 50° C. for 30 minutes. Then, tert-butanol was added to the reaction solution. After stirring at 80° C. for 5 hours, it was subjected to purification in the usual way to give tert-butyl 5-(1-methyl-3-trifluoromethyl-1H-pyrazol-5-yl)thiophene-2-carbamate as light yellow crystals.